Dataset: the Open Reaction Database (ORD), a public repository of structured organic reaction records. Task: describe an organic reaction: reactants, conditions, products, and yield Starting materials: [Cl-].C1(CC1)C[NH2+]CCCl (N-cyclopropylmethyl-N-(2-chloroethyl)ammonium chloride), CC1=C(C=CC(=C1)[N+](=O)[O-])N=C=S (2-methyl-4-nitrophenyl isothiocyanate). Yields the product CC1=C(C=CC(=C1)[N+](=O)[O-])N=C1SCCN1CC1CC1 (2-(2-methyl-4-nitrophenylimino)-3-(cyclopropylmethyl)-1,3-thiazolidine). Reaction SMILES: [Cl-].[CH:2]1([CH2:5][NH2+:6][CH2:7][CH2:8]Cl)[CH2:4][CH2:3]1.[CH3:10][C:11]1[CH:16]=[C:15]([N+:17]([O-:19])=[O:18])[CH:14]=[CH:13][C:12]=1[N:20]=[C:21]=[S:22]>>[CH3:10][C:11]1[CH:16]=[C:15]([N+:17]([O-:19])=[O:18])[CH:14]=[CH:13][C:12]=1[N:20]=[C:21]1[N:6]([CH2:5][CH:2]2[CH2:4][CH2:3]2)[CH2:7][CH2:8][S:22]1 |f:0.1|. Reported procedure: 2-Hydroxyethylamine was reacted with cyclopropylmethyl bromide according to Method B2a to give N-cyclopropylmethyl-N-(2-hydroxyethyl)amine. The alcohol was reacted with SOCl2 according to Method B7c to give N-cyclopropylmethyl-N-(2-chloroethyl)ammonium chloride. The chloroethylamine was reacted with 2-methyl-4-nitrophenyl isothiocyanate to give 2-(2-methyl-4-nitrophenylimino)-3-(cyclopropylmethyl)-1,3-thiazolidine.